From a dataset of the Open Reaction Database (ORD), a public repository of structured organic reaction records. describe an organic reaction: reactants, conditions, products, and yield Reactants: ClC1=C(C=CC=C1Cl)N1CCNCC1 (1-(2,3-dichlorophenyl)piperazine), ClCCCC1=CNC2=CC=C(C=C12)F (3-(3-chloropropyl)-5-fluoro-1H-indole). Product: ClC1=C(C=CC=C1Cl)N1CCN(CC1)CCCC1=CNC2=CC=C(C=C12)F (3-{3-[4-(2,3-Dichlorophenyl)piperazin-1-yl]propyl}-5-fluoro-1H-indole). As a reaction SMILES: [Cl:1][C:2]1[C:7]([Cl:8])=[CH:6][CH:5]=[CH:4][C:3]=1[N:9]1[CH2:14][CH2:13][NH:12][CH2:11][CH2:10]1.Cl[CH2:16][CH2:17][CH2:18][C:19]1[C:27]2[C:22](=[CH:23][CH:24]=[C:25]([F:28])[CH:26]=2)[NH:21][CH:20]=1>>[Cl:1][C:2]1[C:7]([Cl:8])=[CH:6][CH:5]=[CH:4][C:3]=1[N:9]1[CH2:14][CH2:13][N:12]([CH2:16][CH2:17][CH2:18][C:19]2[C:27]3[C:22](=[CH:23][CH:24]=[C:25]([F:28])[CH:26]=3)[NH:21][CH:20]=2)[CH2:11][CH2:10]1. Procedure: from 1-(2,3-dichlorophenyl)piperazine and 3-(3-chloropropyl)-5-fluoro-1H-indole. Mp 147–148° C. 1H NMR (DMSO-d6): 1.75–1.85 (m, 2H); 2.30–2.45 (t, 2H); 2.45–2.60 (m, 2H); 2.70 (t, 2H); 3.00 (b s, 4H); 3.35 (b s, 2H); 6.85–6.95 (m, 1H); 7.05–7.15 (m, 1H); 7.20 (s, 1H); 7.20–7.35 (m, 4H); 10.85 (b s, 1H). Ms m/z: 406 (MH+). Starting materials: C(#N)C=1C(=CC=2CCCCC2C1)O (5,6,7,8-tetrahydro-3-cyano-2-naphthol), S(=O)(=O)(Cl)Cl (Sulfuryl chloride). The solvent is C(C)#N (acetonitrile). Conditions: time 18 hour. The product is ClC1=C(C(=CC=2CCCCC12)O)C#N (1-Chloro-3-hydroxy-5,6,7,8-tetrahydro-naphthalene-2-carbonitrile). RXN SMILES: [C:1]([C:3]1[C:4]([OH:13])=[CH:5][C:6]2[CH2:7][CH2:8][CH2:9][CH2:10][C:11]=2[CH:12]=1)#[N:2].S(Cl)([Cl:17])(=O)=O>C(#N)C>[Cl:17][C:12]1[C:11]2[CH2:10][CH2:9][CH2:8][CH2:7][C:6]=2[CH:5]=[C:4]([OH:13])[C:3]=1[C:1]#[N:2]. Reported procedure: In a 100 mL round-bottom flask was placed 5,6,7,8-tetrahydro-3-cyano-2-naphthol (1.0 g, 5.77 mmol, 1 eq, from Method II-2) in 20 mL of dry acetonitrile under argon. Sulfuryl chloride (6.09 mL, 28.85 mmol, 5.0 eq) was added dropwise. The reaction was stirred at rt for 18 h. The reaction mixture was concentrated and purified on silica gel (flash column chromatography) eluting with 20% ethyl acetate-hexane. A 1:1 diastereomeric mixture of 4-Chloro-3-hydroxy-5,6,7,8-tetrahydro-naphthalene-2-carbonit... Reactants: NC1=CC2=C(OC3(CC3)C2=O)C=C1 (5-aminospiro[benzo[b]furan-2(3H), 1'-cyclopropane]-3-one), C(=O)(OCC1=CC=CC=C1)Cl (carbobenzyloxy chloride), ice hydrochloric acid. The solvent is N1=CC=CC=C1 (pyridine). Run at time 1 hour. Yields the product C(C1=CC=CC=C1)OC(=O)NC1=CC2=C(OC3(CC3)C2=O)C=C1 (5-benzyloxycarbonylaminospiro[benzo[b]furan-2(3H), 1'-cyclopropane]-3-one). Reaction SMILES: [NH2:1][C:2]1[CH:13]=[CH:12][C:5]2[O:6][C:7]3([C:10](=[O:11])[C:4]=2[CH:3]=1)[CH2:9][CH2:8]3.[C:14](Cl)([O:16][CH2:17][C:18]1[CH:23]=[CH:22][CH:21]=[CH:20][CH:19]=1)=[O:15]>N1C=CC=CC=1>[CH2:17]([O:16][C:14]([NH:1][C:2]1[CH:13]=[CH:12][C:5]2[O:6][C:7]3([C:10](=[O:11])[C:4]=2[CH:3]=1)[CH2:9][CH2:8]3)=[O:15])[C:18]1[CH:23]=[CH:22][CH:21]=[CH:20][CH:19]=1. Reported procedure: To a solution of 5-aminospiro[benzo[b]furan-2(3H), 1'-cyclopropane]-3-one (1.35 g.) in pyridine (13.5 ml.) was added carbobenzyloxy chloride (30% toluene solution, 7 g.) under ice-cooling, and the mixture stirred for one hour. The reaction mixture was poured into ice-hydrochloric acid (14 ml.) and extracted with ethyl acetate. The extract was washed with water, dried and concentrated to remove the solvent. The residue was recrystallized from ethanol. By the above procedure there was obtained 5-b... Reactants: C(C1=CC=CC=C1)(=O)NC=1C=C(C=CC1Cl)NC(C1=CN=C(C=C1)Cl)=O (N-(3-benzamido-4-chlorophenyl)-6-chloronicotinamide), C[C@H]1NCCNC1 ((R)-2-methylpiperazin). Yields the product C(C1=CC=CC=C1)(=O)NC=1C=C(C=CC1Cl)NC(C1=CN=C(C=C1)N1C[C@H](NCC1)C)=O ((R)—N-(3-benzamido-4-chlorophenyl)-6-(3-methylpiperazin-1-yl)nicotinamide). Reaction SMILES: [C:1]([NH:9][C:10]1[CH:11]=[C:12]([NH:17][C:18](=[O:26])[C:19]2[CH:24]=[CH:23][C:22](Cl)=[N:21][CH:20]=2)[CH:13]=[CH:14][C:15]=1[Cl:16])(=[O:8])[C:2]1[CH:7]=[CH:6][CH:5]=[CH:4][CH:3]=1.[CH3:27][C@@H:28]1[CH2:33][NH:32][CH2:31][CH2:30][NH:29]1>>[C:1]([NH:9][C:10]1[CH:11]=[C:12]([NH:17][C:18](=[O:26])[C:19]2[CH:24]=[CH:23][C:22]([N:32]3[CH2:31][CH2:30][NH:29][C@H:28]([CH3:27])[CH2:33]3)=[N:21][CH:20]=2)[CH:13]=[CH:14][C:15]=1[Cl:16])(=[O:8])[C:2]1[CH:7]=[CH:6][CH:5]=[CH:4][CH:3]=1. Procedure details: N-(3-benzamido-4-chlorophenyl)-6-chloronicotinamide (0.18 mmol) was used in general procedure 3 with (R)-2-methylpiperazin (0.54 mmol). The product was purified by RP-HPLC to give (R)—N-(3-benzamido-4-chlorophenyl)-6-(3-methylpiperazin-1-yl)nicotinamide. MS (Q1) 450.4 (M)+ The reactants are [H][H] (hydrogen), S(=O)(=O)([O-])[O-].[Mg+2] (Magnesium sulfate), CC(CNC1=C(C=NC2=CC=CN=C12)[N+](=O)[O-])C (N4-(2-methylpropyl)-3-nitro[1,5]naphthyridin-4-amine). The reagents and catalysts are [Pt] (platinum on carbon). The solvent is C(C)(=O)OCC (ethyl acetate). Product: CC(CNC1=C(C=NC2=CC=CN=C12)N)C (N4-(2-methylpropyl)[1,5]naphthyridin-3,4-diamine). RXN SMILES: S([O-])([O-])(=O)=O.[Mg+2].[CH3:7][CH:8]([CH3:24])[CH2:9][NH:10][C:11]1[C:20]2[C:15](=[CH:16][CH:17]=[CH:18][N:19]=2)[N:14]=[CH:13][C:12]=1[N+:21]([O-])=O.[H][H]>[Pt].C(OCC)(=O)C>[CH3:7][CH:8]([CH3:24])[CH2:9][NH:10][C:11]1[C:20]2[C:15](=[CH:16][CH:17]=[CH:18][N:19]=2)[N:14]=[CH:13][C:12]=1[NH2:21] |f:0.1|. Reported procedure: Magnesium sulfate (3 g) and a catalytic amount of 5% platinum on carbon were added to a solution of N4-(2-methylpropyl)-3-nitro[1,5]naphthyridin-4-amine (4.0 g, 16.2 mmol) in ethyl acetate (250 mL). The reaction mixture was reduced on a Parr apparatus at 50 psi (3.5 Kg/cm2) hydrogen for four hours. The reaction mixture was filtered to remove the catalyst and the filtrate was concentrated under vacuum to provide N4-(2-methylpropyl)[1,5]naphthyridin-3,4-diamine as a crude solid.